Dataset: the Open Reaction Database (ORD), a public repository of structured organic reaction records. Task: describe an organic reaction: reactants, conditions, products, and yield Starting materials: BrC1=CC(=CC2=C1N(C(C(O2)(C)C)=O)C2=CC=C(C=C2)F)[N+](=O)[O-] (5-bromo-4-(4-fluorophenyl)-2,2-dimethyl-7-nitro-2H-1,4-benzoxazin-3(4H)-one), CN(C=O)C (N,N-dimethylformamide). Reagents/catalysts: [C-]#N.[Zn+2].[C-]#N (zinc cyanide), C=1C=CC(=CC1)[P](C=2C=CC=CC2)(C=3C=CC=CC3)[Pd]([P](C=4C=CC=CC4)(C=5C=CC=CC5)C=6C=CC=CC6)([P](C=7C=CC=CC7)(C=8C=CC=CC8)C=9C=CC=CC9)[P](C=1C=CC=CC1)(C=1C=CC=CC1)C=1C=CC=CC1 (tetrakis(triphenylphosphine)palladium(0)). Run in O (water). Run at temperature 175 celsius. Product: FC1=CC=C(C=C1)N1C(C(OC=2C1=C(C=C(C2)[N+](=O)[O-])C#N)(C)C)=O (4-(4-fluorophenyl)-2,2-dimethyl-7-nitro-3-oxo-3,4-dihydro-2H -1,4-benzoxazin-5-carbonitrile). RXN SMILES: Br[C:2]1[C:7]2[N:8]([C:15]3[CH:20]=[CH:19][C:18]([F:21])=[CH:17][CH:16]=3)[C:9](=[O:14])[C:10]([CH3:13])([CH3:12])[O:11][C:6]=2[CH:5]=[C:4]([N+:22]([O-:24])=[O:23])[CH:3]=1.[CH3:25][N:26](C)C=O>[C-]#N.[Zn+2].[C-]#N.C1C=CC([P]([Pd]([P](C2C=CC=CC=2)(C2C=CC=CC=2)C2C=CC=CC=2)([P](C2C=CC=CC=2)(C2C=CC=CC=2)C2C=CC=CC=2)[P](C2C=CC=CC=2)(C2C=CC=CC=2)C2C=CC=CC=2)(C2C=CC=CC=2)C2C=CC=CC=2)=CC=1.O>[F:21][C:18]1[CH:19]=[CH:20][C:15]([N:8]2[C:7]3=[C:2]([C:25]#[N:26])[CH:3]=[C:4]([N+:22]([O-:24])=[O:23])[CH:5]=[C:6]3[O:11][C:10]([CH3:13])([CH3:12])[C:9]2=[O:14])=[CH:16][CH:17]=1 |f:2.3.4,^1:38,40,59,78|. Procedure details: A mixture of 5-bromo-4-(4-fluorophenyl)-2,2-dimethyl-7-nitro-2H-1,4-benzoxazin-3(4H)-one (compound obtained in Reference Example 53(6), 2.00 g), zinc cyanide (0.60 g), tetrakis(triphenylphosphine)palladium(0) (0.60 g) and N,N-dimethylformamide (30 mL) was heated at 175° C. under microwave irradiation for 5 minutes under argon atmosphere. After cooling, to the reaction mixture was added water, and the mixture was extracted with ethyl acetate. The organic layer was washed with water and brine, dri... Reactants: Cl.Cl.NC1=CC(=C(C(=O)NCC2CCNCC2)C=C1Cl)OC (4-Amino-5-chloro-2-methoxy-N-(piperidin-4-ylmethyl)benzamide dihydrochloride), C([O-])([O-])=O.[K+].[K+] (potassium carbonate), BrCCCCCC(=O)C1=C(C=C(C=C1)F)F (6-bromo-1-(2,4-difluorophenyl)-1-hexanone). Yields the product NC1=CC(=C(C(=O)NCC2CCN(CC2)CCCCCC(=O)C2=C(C=C(C=C2)F)F)C=C1Cl)OC (4-amino-5-chloro-N-((1-(6-(2,4-difluorophenyl)-6-oxohexyl)piperidin-4-yl)-methyl)-2-methoxybenzamide). Isolated yield 40.1%. As a reaction SMILES: Cl.Cl.[NH2:3][C:4]1[C:19]([Cl:20])=[CH:18][C:7]([C:8]([NH:10][CH2:11][CH:12]2[CH2:17][CH2:16][NH:15][CH2:14][CH2:13]2)=[O:9])=[C:6]([O:21][CH3:22])[CH:5]=1.C(=O)([O-])[O-].[K+].[K+].Br[CH2:30][CH2:31][CH2:32][CH2:33][CH2:34][C:35]([C:37]1[CH:42]=[CH:41][C:40]([F:43])=[CH:39][C:38]=1[F:44])=[O:36]>>[NH2:3][C:4]1[C:19]([Cl:20])=[CH:18][C:7]([C:8]([NH:10][CH2:11][CH:12]2[CH2:13][CH2:14][N:15]([CH2:30][CH2:31][CH2:32][CH2:33][CH2:34][C:35]([C:37]3[CH:42]=[CH:41][C:40]([F:43])=[CH:39][C:38]=3[F:44])=[O:36])[CH2:16][CH2:17]2)=[O:9])=[C:6]([O:21][CH3:22])[CH:5]=1 |f:0.1.2,3.4.5|. Procedure details: 4-Amino-5-chloro-2-methoxy-N-(piperidin-4-ylmethyl)benzamide dihydrochloride (1.0 g) as starting compound, potassium carbonate (1.5 g) and 6-bromo-1-(2,4-difluorophenyl)-1-hexanone (0.9 g) were reacted and treated in the same manner as in Example 172 to give 0.55 g of 4-amino-5-chloro-N-((1-(6-(2,4-difluorophenyl)-6-oxohexyl)piperidin-4-yl)-methyl)-2-methoxybenzamide. The reactants are NC1=CC2=C(CCN(CC2)CC(=O)NC)C=C1OC (2-(7-Amino-8-methoxy-1,2,4,5-tetrahydro-benzo[d]azepin-3-yl)-N-methyl-acetamide), ClC1=NC=C(C(=N1)NC1=C(C=C(C=C1)N1CCOCC1)OC)F ((2-Chloro-5-fluoro-pyrimidin-4-yl)-(2-methoxy-4-morpholin-4-yl-phenyl)-amine). Product: FC=1C(=NC(=NC1)NC1=CC2=C(CCN(CC2)CC(=O)NC)C=C1OC)NC1=C(C=C(C=C1)N1CCOCC1)OC (2-{7-[5-Fluoro-4-(2-methoxy-4-morpholin-4-yl-phenylamino)-pyrimidin-2-ylamino]-8-methoxy-1,2,4,5-tetrahydro-benzo[d]azepin-3-yl}-N-methyl-acetamide), solid. The yield is 48.0%. As a reaction SMILES: [NH2:1][C:2]1[C:17]([O:18][CH3:19])=[CH:16][C:5]2[CH2:6][CH2:7][N:8]([CH2:11][C:12]([NH:14][CH3:15])=[O:13])[CH2:9][CH2:10][C:4]=2[CH:3]=1.Cl[C:21]1[N:26]=[C:25]([NH:27][C:28]2[CH:33]=[CH:32][C:31]([N:34]3[CH2:39][CH2:38][O:37][CH2:36][CH2:35]3)=[CH:30][C:29]=2[O:40][CH3:41])[C:24]([F:42])=[CH:23][N:22]=1>>[F:42][C:24]1[C:25]([NH:27][C:28]2[CH:33]=[CH:32][C:31]([N:34]3[CH2:35][CH2:36][O:37][CH2:38][CH2:39]3)=[CH:30][C:29]=2[O:40][CH3:41])=[N:26][C:21]([NH:1][C:2]2[C:17]([O:18][CH3:19])=[CH:16][C:5]3[CH2:6][CH2:7][N:8]([CH2:11][C:12]([NH:14][CH3:15])=[O:13])[CH2:9][CH2:10][C:4]=3[CH:3]=2)=[N:22][CH:23]=1. Procedure: The title compound was prepared from 2-(7-Amino-8-methoxy-1,2,4,5-tetrahydro-benzo[d]azepin-3-yl)-N-methyl-acetamide and (2-Chloro-5-fluoro-pyrimidin-4-yl)-(2-methoxy-4-morpholin-4-yl-phenyl)-amine in an analogous manner to Example 61e. Product was isolated as a pale yellow solid (0.044 g, 48%). MP: 82-124° C. 1HNMR (400 MHz, CDCl3, δ, ppm): 8.29 (d, 1H, J=8.6 Hz), 8.16 (s, 1H), 7.93-7.90 (m, 1H), 7.40 (s, 1H), 7.36-7.29 (m, 1H), 7.22-7.18 (m, 1H), 6.63 (s, 1H), 6.56-6.53 (m, 1H) 6.53-6.48 (m, 1... Reactants: O=C1NCCCCC1CCC1=C(C(=O)OC)C=CC=C1 (methyl 2-[2-(hexahydro-2-oxo-1H-azepin-3-yl)ethyl]benzoate), F[B-](F)(F)F.C[O+](C)C (trimethyloxonium tetrafluoroborate). The solvent is C(Cl)Cl (CH2Cl2). Yields the product COC=1C(CCCCN1)CCC1=C(C(=O)OC)C=CC=C1 (methyl 2-[2-(3,4,5,6-tetrahydro-7-methoxy-2H-azepin-6-yl)ethyl]benzoate). Reaction SMILES: [O:1]=[C:2]1[CH:8]([CH2:9][CH2:10][C:11]2[CH:20]=[CH:19][CH:18]=[CH:17][C:12]=2[C:13]([O:15][CH3:16])=[O:14])[CH2:7][CH2:6][CH2:5][CH2:4][NH:3]1.F[B-](F)(F)F.[CH3:26][O+](C)C>C(Cl)Cl>[CH3:26][O:1][C:2]1[CH:8]([CH2:9][CH2:10][C:11]2[CH:20]=[CH:19][CH:18]=[CH:17][C:12]=2[C:13]([O:15][CH3:16])=[O:14])[CH2:7][CH2:6][CH2:5][CH2:4][N:3]=1 |f:1.2|. Procedure details: The product of Example 88 is reacted with trimethyloxonium tetrafluoroborate in CH2Cl2 by the method of Example 3 to produce the title material. Reactants: compound, ClC1=NC=NC2=CC=C(C=C12)O (4-chloro-6-hydroxy-quinazoline), C(C)(=O)C=1C(=NC=CC1)Cl (3-acetyl-2-chloropyridine), NC1=NN(C=C1)C (3-amino-1-methyl-1H-pyrazole). The product is CN1N=C(C=C1)NC1=NC=NC2=CC=C(C=C12)OC1=NC=CC=C1C(C)=O (1-[2-({4-[(1-Methyl-1H-pyrazol-3-yl)amino]-quinazolin-6-yl}oxy)pyridin-3-yl]ethanone). RXN SMILES: [C:1]([C:4]1[C:5](Cl)=[N:6][CH:7]=[CH:8][CH:9]=1)(=[O:3])[CH3:2].[NH2:11][C:12]1[CH:16]=[CH:15][N:14]([CH3:17])[N:13]=1.Cl[C:19]1[C:28]2[C:23](=[CH:24][CH:25]=[C:26]([OH:29])[CH:27]=2)[N:22]=[CH:21][N:20]=1>>[CH3:17][N:14]1[CH:15]=[CH:16][C:12]([NH:11][C:19]2[C:28]3[C:23](=[CH:24][CH:25]=[C:26]([O:29][C:5]4[C:4]([C:1](=[O:3])[CH3:2])=[CH:9][CH:8]=[CH:7][N:6]=4)[CH:27]=3)[N:22]=[CH:21][N:20]=2)=[N:13]1. Procedure: The compound of Example 126 was manufactured by the same method as in Example 95, by a similar method thereto or by a combination of such a method with a conventional method using 3-acetyl-2-chloropyridine, 3-amino-1-methyl-1H-pyrazole and 4-chloro-6-hydroxy-quinazoline. Starting materials: COC(CCN1C(N(C2=C1C=CC=C2)CC=2C=CC=C1C=C(N(C21)C)C)=O)=O (3-[3-(1,2-dimethyl-1H-indol-7-ylmethyl)-2-oxo-2,3-dihydro-benzimidazol-1-yl]-propionic acid methyl ester), O.[OH-].[Li+] (lithium hydroxide monohydrate). Run in C1CCOC1 (THF), O (water). Conditions: time 0.5 hour. Yields the product CN1C(=CC2=CC=CC(=C12)CN1C(N(C2=C1C=CC=C2)CCC(=O)O)=O)C (3-[3-(1,2-dimethyl-1H-indol-7-ylmethyl)-2-oxo-2,3-dihydro-benzimidazol-1-yl]-propionic acid). Isolated yield 74.5%. RXN SMILES: C[O:2][C:3](=[O:28])[CH2:4][CH2:5][N:6]1[C:10]2[CH:11]=[CH:12][CH:13]=[CH:14][C:9]=2[N:8]([CH2:15][C:16]2[CH:17]=[CH:18][CH:19]=[C:20]3[C:24]=2[N:23]([CH3:25])[C:22]([CH3:26])=[CH:21]3)[C:7]1=[O:27].O.[OH-].[Li+]>C1COCC1.O>[CH3:25][N:23]1[C:24]2[C:20](=[CH:19][CH:18]=[CH:17][C:16]=2[CH2:15][N:8]2[C:9]3[CH:14]=[CH:13][CH:12]=[CH:11][C:10]=3[N:6]([CH2:5][CH2:4][C:3]([OH:28])=[O:2])[C:7]2=[O:27])[CH:21]=[C:22]1[CH3:26] |f:1.2.3|. Reported procedure: To a stirred solution of 3-[3-(1,2-dimethyl-1H-indol-7-ylmethyl)-2-oxo-2,3-dihydro-benzimidazol-1-yl]-propionic acid methyl ester (90 mg, 0.24 mmol) in THF (3 ml) and water (0.5 ml) was added lithium hydroxide monohydrate (15 mg, 0.36 mmol). The reaction was stirred for 0.5 h and concentrated to low volume. The remaining residue was diluted with water and acetic acid (0.3 ml). The resulting suspension was stirred at ambient temperature over night. The precipitate was collected via filtration, wa... The reactants are ClC=1C=NC(=C(C(=O)O)C1)O (5-Chloro-2-hydroxynicotinic acid), S(=O)(Cl)Cl (thionyl chloride), CN(C=O)C (dimethylformamide), ester, S(=O)(OCC)OCC (diethyl sulfite). The product is ClC1=C(C(=O)OCC)C=C(C=N1)Cl (Ethyl 2,5-dichloronicotinate). Reaction SMILES: [Cl:1][C:2]1[CH:3]=[N:4][C:5](O)=[C:6]([CH:10]=1)[C:7]([OH:9])=[O:8].CN(C)C=O.S(O[CH2:23][CH3:24])(OCC)=O.S(Cl)([Cl:27])=O>>[Cl:27][C:5]1[N:4]=[CH:3][C:2]([Cl:1])=[CH:10][C:6]=1[C:7]([O:9][CH2:23][CH3:24])=[O:8]. Procedure details: 5-Chloro-2-hydroxynicotinic acid [11.95 g; Synthetic Comm. (1989), 19, 553] was suspended in thionyl chloride (52 mL) and anhydrous dimethylformamide (2 mL) was added. The suspension was refluxed 3 h, then concentrated under a nitrogen stream to remove the bulk of excess thionyl chloride before adding anhydrous ethanol (30 mL) giving a mixture of the desired ester and diethyl sulfite. The resulting mixture was concentrated in vacuo to remove the ethanol yielding a suspension. The solids were the...